Dataset: the Open Reaction Database (ORD), a public repository of structured organic reaction records. Task: describe an organic reaction: reactants, conditions, products, and yield The reactants are example 36 ( ii ), COC(=O)C1=CC=CC=2NC(=NC21)C(NC2=C(C=C(C=C2)C(=O)N2CCCC2)F)=O (2-[2-Fluoro-4-(pyrrolidine-1-carbonyl)-phenylcarbamoyl]-1H-benzoimidazole-4-carboxylic acid methyl ester), BrCC(=O)NC1=NC=C(C=C1)Cl (2-bromo-N-(5-chloro-pyridin-2-yl)-acetamide). Yields the product COC(=O)C1=CC=CC=2N(C(=NC21)C(NC2=C(C=C(C=C2)C(=O)N2CCCC2)F)=O)CC(NC2=NC=C(C=C2)Cl)=O (1-[(5-Chloro-pyridin-2-ylcarbamoyl)-methyl]-2-[2-fluoro-4-(pyrrolidine-1-carbonyl)-phenylcarbamoyl]-1H-benzoimidazole-4-carboxylic acid methyl ester). As a reaction SMILES: [CH3:1][O:2][C:3]([C:5]1[C:13]2[N:12]=[C:11]([C:14](=[O:30])[NH:15][C:16]3[CH:21]=[CH:20][C:19]([C:22]([N:24]4[CH2:28][CH2:27][CH2:26][CH2:25]4)=[O:23])=[CH:18][C:17]=3[F:29])[NH:10][C:9]=2[CH:8]=[CH:7][CH:6]=1)=[O:4].Br[CH2:32][C:33]([NH:35][C:36]1[CH:41]=[CH:40][C:39]([Cl:42])=[CH:38][N:37]=1)=[O:34]>>[CH3:1][O:2][C:3]([C:5]1[C:13]2[N:12]=[C:11]([C:14](=[O:30])[NH:15][C:16]3[CH:21]=[CH:20][C:19]([C:22]([N:24]4[CH2:28][CH2:27][CH2:26][CH2:25]4)=[O:23])=[CH:18][C:17]=3[F:29])[N:10]([CH2:32][C:33](=[O:34])[NH:35][C:36]3[CH:41]=[CH:40][C:39]([Cl:42])=[CH:38][N:37]=3)[C:9]=2[CH:8]=[CH:7][CH:6]=1)=[O:4]. Reported procedure: 1-[(5-Chloro-pyridin-2-ylcarbamoyl)-methyl]-2-[2-fluoro-4-(pyrrolidine-1-carbonyl)-phenylcarbamoyl]-1H-benzoimidazole-4-carboxylic acid methyl ester was prepared by a procedure according to example 36 (ii) starting from 40.0 mg (0.10 mmol) 2-[2-Fluoro-4-(pyrrolidine-1-carbonyl)-phenylcarbamoyl]-1H-benzoimidazole-4-carboxylic acid methyl ester and 29.2 mg (0.12 mmol) 2-bromo-N-(5-chloro-pyridin-2-yl)-acetamide. Final purification by preparative RP-HPLC (CH3CN/H2O gradient+0.05% formic acid) gave ... The reactants are ClC=1C=C(C=CC1)C1=NN=C(O1)CCC(=O)NN (3-[5-(3-Chloro-phenyl)-[1,3,4]oxadiazol-2-yl]-propionic acid hydrazide), ClC=1C=C(C=CC1)C1=NN=C(O1)CCC(=O)O (3-[5-(3-Chloro-phenyl)-[1,3,4)oxadiazol-2-yl]-propionic acid), IC (iodomethane), C(=O)([O-])[O-].[K+].[K+] (K2CO3). Run in CN(C)C=O (DMF), C(C)(=O)OCC (ethyl acetate). The product is COC(CCC=1OC(=NN1)C1=CC(=CC=C1)Cl)=O (3-[5-(3-Chloro-phenyl)-[1,3,4]oxadiazol-2-yl]-propionic acid methyl ester). As a reaction SMILES: [Cl:1][C:2]1[CH:3]=[C:4]([C:8]2[O:12][C:11]([CH2:13][CH2:14][C:15](NN)=[O:16])=[N:10][N:9]=2)[CH:5]=[CH:6][CH:7]=1.ClC1C=C(C2[O:30][C:29](CCC(O)=O)=NN=2)C=CC=1.IC.C([O-])([O-])=O.[K+].[K+]>CN(C=O)C.C(OCC)(=O)C>[CH3:29][O:30][C:15](=[O:16])[CH2:14][CH2:13][C:11]1[O:12][C:8]([C:4]2[CH:5]=[CH:6][CH:7]=[C:2]([Cl:1])[CH:3]=2)=[N:9][N:10]=1 |f:3.4.5|. Procedure: 3-Chloro-benzoic acid hydrazide (3.4 g, 20 mmol) and succinic anhydride (2. g, 20 mmol) was mixed in ethyl acetate (50 ml) at room temperature for 15 min. The reaction mixture was diluted with ether and the precipitate was filtered to give 5.1 g of 4-[N′-(3-chloro-benzoyl)-hydrazino]-4-oxo-butyric acid. 1H-NMR(CDCl3+DMSO-d6) d(ppm): 10.01 (s, 1H), 9.53 (s, 1H), 7.68 (s, 1H), 7.55 (d, 1H), 7.21 (d, 1H), 7.12 (t, 1H) and 2.35 (m, 4H). This solid was mixed with conc. H2SO4 and stirred at room tempe... Starting materials: [Cl-].[NH4+] (ammonium chloride), resultant suspension, C(CC)[Li] (n-propyl lithium), O1[C@@H]([C@H](CC(=O)[O-])C)C1 ((3S,4S)-4,5-epoxy-3-methylpentanoate). The reagents and catalysts are [Cu](I)I (copper iodide). Run in CCOCC (ether), CCOCC (ether). Conditions: temperature -50 celsius. Product: C[C@H]1CC(=O)O[C@@H]1CCCC ((3S, 4R)-3-methyl-4-octanolide). The yield is 75.9%. RXN SMILES: [CH2:1]([Li])[CH2:2][CH3:3].O1[CH2:13][C@@H:6]1[C@@H:7]([CH3:12])[CH2:8][C:9]([O-:11])=[O:10].[Cl-].[NH4+]>CCOCC.[Cu](I)I>[CH3:12][C@@H:7]1[C@@H:6]([CH2:13][CH2:1][CH2:2][CH3:3])[O:11][C:9](=[O:10])[CH2:8]1 |f:2.3|. Reported procedure: In 20 ml of anhydrous ether, 1.98 g of copper iodide (10.4 mmol were suspended. To the resultant suspension, 20.8 ml of n-propyl lithium solution (1 N, 20.8 mmol) were added dropwise under an argon atmosphere with cooling at -50° C. The reacted solution was added dropwise to 25 ml of anhydrous ether solution containing 1.0 g of epoxide (6.94 mmol) obtained in step [C'] under an argon atmosphere at -60° C. Next, the temperature of the reacted solution was raised from -60° C. to -20° C. over three... Starting materials: [Br-], Brc1cccc2ccncc12, CC(C)(C)OC(=O)C[Zn+], C1CCOC1. Product: CC(C)(C)OC(=O)Cc1cccc2ccncc12. As a reaction SMILES: [Br-:12].[Br:1][c:2]1[cH:3][cH:4][cH:5][c:6]2[cH:7][cH:8][n:9][cH:10][c:11]12.[C:13]([CH3:14])([CH3:15])([CH3:16])[O:17][C:18]([CH2:19][Zn+:20])=[O:21].[CH2:22]1[O:23][CH2:24][CH2:25][CH2:26]1>>[c:2]1([CH2:19][C:18]([O:17][C:13]([CH3:14])([CH3:15])[CH3:16])=[O:21])[cH:3][cH:4][cH:5][c:6]2[cH:7][cH:8][n:9][cH:10][c:11]12.